From a dataset of the Open Reaction Database (ORD), a public repository of structured organic reaction records. describe an organic reaction: reactants, conditions, products, and yield Reactants: NC=1C=C(C=CC1)C1=C(C=C(N=N1)NNC(=O)OCC)C (ethyl 3-[6-(m-aminophenyl)-5-methyl-3-pyridazinyl]carbazate), [C-]#N.[K+] (potassium cyanide), cuprous cyanide, Cl (hydrochloric acid), N(=O)[O-].[Na+] (sodium nitrite). Solvent: O (water), O (water), O (water), C1(=CC=CC=C1)C (toluene). Reaction conditions: time 15 minute. Yields the product C(#N)C=1C=C(C=CC1)C1=C(C=C(N=N1)NNC(=O)OCC)C (Ethyl 3-[6-(m-cyanophenyl)-5-methyl-3-pyridazinyl]carbazate). RXN SMILES: N[C:2]1[CH:3]=[C:4]([C:8]2[N:13]=[N:12][C:11]([NH:14][NH:15][C:16]([O:18][CH2:19][CH3:20])=[O:17])=[CH:10][C:9]=2[CH3:21])[CH:5]=[CH:6][CH:7]=1.Cl.N([O-])=O.[Na+].[C-:27]#[N:28].[K+]>C1(C)C=CC=CC=1.O>[C:27]([C:2]1[CH:3]=[C:4]([C:8]2[N:13]=[N:12][C:11]([NH:14][NH:15][C:16]([O:18][CH2:19][CH3:20])=[O:17])=[CH:10][C:9]=2[CH3:21])[CH:5]=[CH:6][CH:7]=1)#[N:28] |f:2.3,4.5|. Procedure: A solution of 2.87 g. of ethyl 3-[6-(m-aminophenyl)-5-methyl-3-pyridazinyl]carbazate, 80 ml. of water, 10 ml. of concentrated hydrochloric acid is stirred at 0° and a solution of 0.76 g. of sodium nitrite in 10 ml. of water added dropwise over 10 minutes. After stirring for 15 minutes, the cold solution is added dropwise to a cold solution of 2.5 g. of cuprous cyanide, 2.27 g. of potassium cyanide, 50 ml. of water and 35 ml. of toluene. After stirring at 0° for 1 hour and at room temperature ove...